describe an organic reaction: reactants, conditions, products, and yield From a dataset of the Open Reaction Database (ORD), a public repository of structured organic reaction records. The reactants are COc1ccc(C(=O)CBr)cc1, CCN(C(C)C)C(C)C, Cl, CN(C)C=O, SC(c1ccccc1)(c1ccccc1)c1ccccc1. Yields the product COc1ccc(C(=O)CSC(c2ccccc2)(c2ccccc2)c2ccccc2)cc1. As a reaction SMILES: [CH3:21][O:22][c:23]1[cH:24][cH:25][c:26]([C:29]([CH2:30][Br:31])=[O:32])[cH:27][cH:28]1.[CH:33]([N:34]([CH2:35][CH3:36])[CH:37]([CH3:38])[CH3:39])([CH3:40])[CH3:41].[ClH:47].[O:42]=[CH:43][N:44]([CH3:45])[CH3:46].[c:1]1([C:7]([c:8]2[cH:9][cH:10][cH:11][cH:12][cH:13]2)([c:14]2[cH:15][cH:16][cH:17][cH:18][cH:19]2)[SH:20])[cH:2][cH:3][cH:4][cH:5][cH:6]1>>[c:1]1([C:7]([c:8]2[cH:9][cH:10][cH:11][cH:12][cH:13]2)([c:14]2[cH:15][cH:16][cH:17][cH:18][cH:19]2)[S:20][CH2:30][C:29]([c:26]2[cH:25][cH:24][c:23]([O:22][CH3:21])[cH:28][cH:27]2)=[O:32])[cH:2][cH:3][cH:4][cH:5][cH:6]1. Starting materials: CN(C)C(=O)Cl, Cc1cc(Cc2ccc(N)cn2)n(C)c1C(=O)c1ccc(Cl)cc1, c1ccncc1. The product is Cc1cc(Cc2ccc(NC(=O)N(C)C)cn2)n(C)c1C(=O)c1ccc(Cl)cc1. As a reaction SMILES: [CH3:25][N:26]([C:27](=[O:28])[Cl:29])[CH3:30].[Cl:1][c:2]1[cH:3][cH:4][c:5]([C:6](=[O:7])[c:8]2[c:9]([CH3:22])[cH:10][c:11]([CH2:14][c:15]3[n:16][cH:17][c:18]([NH2:21])[cH:19][cH:20]3)[n:12]2[CH3:13])[cH:23][cH:24]1.[cH:31]1[cH:32][cH:33][n:34][cH:35][cH:36]1>>[Cl:1][c:2]1[cH:3][cH:4][c:5]([C:6](=[O:7])[c:8]2[c:9]([CH3:22])[cH:10][c:11]([CH2:14][c:15]3[n:16][cH:17][c:18]([NH:21][C:27]([N:26]([CH3:25])[CH3:30])=[O:28])[cH:19][cH:20]3)[n:12]2[CH3:13])[cH:23][cH:24]1. The reactants are C1=CC=[NH+]C=C1.C1=CC=[NH+]C=C1.[O-][Cr](=O)(=O)O[Cr](=O)(=O)[O-] (PDC), C(C1=CC=CC=C1)O[C@H]1[C@@H](O[C@@H]([C@H]([C@@H]1OCC1=CC=CC=C1)OCC1=CC=CC=C1)COCC1=CC=CC=C1)OCCCCCCCCCCO (10-(2,3,4,6-tetra-O-benzyl-β-D-glucopyranosyloxy)-n-decanol), [Cr](=O)(=O)([O-])O[Cr](=O)(=O)[O-].[NH+]1=CC=CC=C1.[NH+]1=CC=CC=C1 (pyridinium dichromate), C(Cl)Cl (methylene chloride), C(C1=CC=CC=C1)O[C@H]1[C@@H](O[C@@H]([C@H]([C@@H]1OCC1=CC=CC=C1)OCC1=CC=CC=C1)COCC1=CC=CC=C1)OCCCCCCCCCCO (10-(2,3,4,6-tetra-O-benzyl-β-D-glucopyranosyloxy)-n-decanol), S(O)(O)(=O)=O (sulfuric acid). The solvent is C(C)O (ethanol). Reaction conditions: time 16 hour. Product: C(C1=CC=CC=C1)O[C@H]1[C@@H](O[C@@H]([C@H]([C@@H]1OCC1=CC=CC=C1)OCC1=CC=CC=C1)COCC1=CC=CC=C1)OCCCCCCCCCC=O (10-(2,3,4,6-tetra-O-benzyl-β-D-glucopyranosyloxy)-n-decanal). The yield is 74.0%. As a reaction SMILES: C1C=C[NH+]=CC=1.C1C=C[NH+]=CC=1.[O-][Cr](O[Cr]([O-])(=O)=O)(=O)=O.[CH2:22]([O:29][C@@H:30]1[C@@H:35]([O:36][CH2:37][C:38]2[CH:43]=[CH:42][CH:41]=[CH:40][CH:39]=2)[C@H:34]([O:44][CH2:45][C:46]2[CH:51]=[CH:50][CH:49]=[CH:48][CH:47]=2)[C@@H:33]([CH2:52][O:53][CH2:54][C:55]2[CH:60]=[CH:59][CH:58]=[CH:57][CH:56]=2)[O:32][C@H:31]1[O:61][CH2:62][CH2:63][CH2:64][CH2:65][CH2:66][CH2:67][CH2:68][CH2:69][CH2:70][CH2:71][OH:72])[C:23]1[CH:28]=[CH:27][CH:26]=[CH:25][CH:24]=1.C(Cl)Cl.S(=O)(=O)(O)O>C(O)C>[CH2:22]([O:29][C@@H:30]1[C@@H:35]([O:36][CH2:37][C:38]2[CH:43]=[CH:42][CH:41]=[CH:40][CH:39]=2)[C@H:34]([O:44][CH2:45][C:46]2[CH:47]=[CH:48][CH:49]=[CH:50][CH:51]=2)[C@@H:33]([CH2:52][O:53][CH2:54][C:55]2[CH:60]=[CH:59][CH:58]=[CH:57][CH:56]=2)[O:32][C@H:31]1[O:61][CH2:62][CH2:63][CH2:64][CH2:65][CH2:66][CH2:67][CH2:68][CH2:69][CH2:70][CH:71]=[O:72])[C:23]1[CH:28]=[CH:27][CH:26]=[CH:25][CH:24]=1 |f:0.1.2|. Procedure details: PDC oxidation of 10-(2,3,4,6-tetra-O-benzyl-β-D-glucopyranosyloxy)-n-decanol. Under an atmosphere of nitrogen, pyridinium dichromate (220 mg, 0.585 mmol) was added to a dry methylene chloride solution (6 mL) of 10-(2,3,4,6-tetra-O-benzyl-β-D-glucopyranosyloxy)-n-decanol (275 mg, 0.395 mmol). The resulting brown slurry was stirred at room temperature under nitrogen. TLC analysis (visualization by UV and char with 10% sulfuric acid in ethanol) of the reaction mixture indicated complete consumption... Starting materials: solution, Cl (hydrogen chloride), CN(C)CCCOC1=C(C=CC=C1)CCCCC1=CC=CC=C1 (N,N-dimethyl-3-[2-(4-phenylbutyl)phenoxy]propylamine). The solvent is O1CCOCC1 (dioxane), C(C)(=O)OCC (ethyl acetate). Product: Cl.CN(C)CCCOC1=C(C=CC=C1)CCCCC1=CC=CC=C1 (N,N-Dimethyl-3-[2-(4-phenylbutyl)phenoxy]propylamine hydrochloride). Yield: 89.0%. Reaction SMILES: [ClH:1].[CH3:2][N:3]([CH2:5][CH2:6][CH2:7][O:8][C:9]1[CH:14]=[CH:13][CH:12]=[CH:11][C:10]=1[CH2:15][CH2:16][CH2:17][CH2:18][C:19]1[CH:24]=[CH:23][CH:22]=[CH:21][CH:20]=1)[CH3:4]>O1CCOCC1.C(OCC)(=O)C>[ClH:1].[CH3:2][N:3]([CH2:5][CH2:6][CH2:7][O:8][C:9]1[CH:14]=[CH:13][CH:12]=[CH:11][C:10]=1[CH2:15][CH2:16][CH2:17][CH2:18][C:19]1[CH:20]=[CH:21][CH:22]=[CH:23][CH:24]=1)[CH3:4] |f:4.5|. Procedure details: 0.18 ml of a 4N solution of hydrogen chloride in dioxane was added to a solution of 210 mg of N,N-dimethyl-3-[2-(4-phenylbutyl)phenoxy]propylamine [prepared as described in step (a) above] in 5 ml of ethyl acetate, and the resulting mixture was concentrated by distillation under reduced pressure. The resulting residue was dissolved in a small amount of ethyl acetate, and the resulting solution was allowed to stand at room temperature. The crystals which precipitated were collected by filtration ...